From a dataset of the Open Reaction Database (ORD), a public repository of structured organic reaction records. describe an organic reaction: reactants, conditions, products, and yield The reactants are CN1N=C(C=C1C1=CC=C(C=C1)NC(=O)C1CN(C1)C=1N=NC=CC1)C(=O)OCC (Ethyl 1-methyl-5-(4-(1-(pyridazin-3-yl)azetidine-3-carboxamido)phenyl)-1H-pyrazole-3-carboxylate), CO (methanol), [OH-].[Li+] (lithium hydroxide). The solvent is O1CCCC1 (tetrahydrofuran). Conditions: temperature 60 celsius. The product is CN1N=C(C=C1C1=CC=C(C=C1)NC(=O)C1CN(C1)C=1N=NC=CC1)C(=O)O (1-methyl-5-[4-({[1-(pyridazin-3-yl)azetidin-3-yl]carbonyl}amino)phenyl]-1H-pyrazole-3-carboxylic acid). RXN SMILES: [CH3:1][N:2]1[C:6]([C:7]2[CH:12]=[CH:11][C:10]([NH:13][C:14]([CH:16]3[CH2:19][N:18]([C:20]4[N:21]=[N:22][CH:23]=[CH:24][CH:25]=4)[CH2:17]3)=[O:15])=[CH:9][CH:8]=2)=[CH:5][C:4]([C:26]([O:28]CC)=[O:27])=[N:3]1.CO.[OH-].[Li+]>O1CCCC1>[CH3:1][N:2]1[C:6]([C:7]2[CH:12]=[CH:11][C:10]([NH:13][C:14]([CH:16]3[CH2:19][N:18]([C:20]4[N:21]=[N:22][CH:23]=[CH:24][CH:25]=4)[CH2:17]3)=[O:15])=[CH:9][CH:8]=2)=[CH:5][C:4]([C:26]([OH:28])=[O:27])=[N:3]1 |f:2.3|. Procedure details: Ethyl 1-methyl-5-(4-(1-(pyridazin-3-yl)azetidine-3-carboxamido)phenyl)-1H-pyrazole-3-carboxylate (368 mg, 0.905 mmol) was taken up in tetrahydrofuran (3.38 mL), and methanol (3.38 mL) then 1N aqueous lithium hydroxide (1.35 mL, 1.350 mmol) was added. The mixture was heated at 60° C. for 2 hours. The mixture was concentrated to dryness, suspended in water and treated with 1N aqueous HCl to pH 2. The solution was extracted with ethyl acetate and the organic layers were dried with sodium sulfate, f... Starting materials: [Li+].[OH-] (LiOH), C(C)OC(CCC1=CCCCC1)=O (3-Cyclohex-1-enyl-propionic acid ethyl ester). Run in CO (MeOH), C1CCOC1 (THF). Run at time 2 hour. Yields the product C1(=CCCCC1)CCC(=O)O (3-Cyclohex-1-enyl-propionic acid). As a reaction SMILES: [Li+].[OH-].C([O:5][C:6](=[O:15])[CH2:7][CH2:8][C:9]1[CH2:14][CH2:13][CH2:12][CH2:11][CH:10]=1)C>C1COCC1.CO>[C:9]1([CH2:8][CH2:7][C:6]([OH:15])=[O:5])[CH2:14][CH2:13][CH2:12][CH2:11][CH:10]=1 |f:0.1|. Reported procedure: 2N LiOH (3.5 mL) was added to a solution of 3-Cyclohex-1-enyl-propionic acid ethyl ester (0.6 g, 3.4 mmol, from Step 1) dissolved in THF (12 mL) and MeOH (3 mL). The mixture was stirred for 2 h under N2 and then partitioned between 1N HCl and EtOAc. The organic layer was washed with brine, dried over Na2SO4 and concentrated to a clear oil. The reactants are CC(C)O, [K+], Nc1cccc2c1CC(=O)CC2, [OH-], Cl[Ru]Cl, [Ru], c1ccccc1. The product is Nc1cccc2c1CC(O)CC2. RXN SMILES: [CH:15]([OH:16])([CH3:17])[CH3:18].[K+:14].[NH2:1][c:2]1[cH:3][cH:4][cH:5][c:6]2[c:11]1[CH2:10][C:9](=[O:12])[CH2:8][CH2:7]2.[OH-:13].[Ru:19]([Cl:20])[Cl:21].[Ru:28].[cH:22]1[cH:23][cH:24][cH:25][cH:26][cH:27]1>>[NH2:1][c:2]1[cH:3][cH:4][cH:5][c:6]2[c:11]1[CH2:10][CH:9]([OH:12])[CH2:8][CH2:7]2. Starting materials: COC(=O)C(CNS(=O)(=O)c1ccc(OCc2ccccc2)cc1)N1CCN(S(C)(=O)=O)CC1, CCO, CC(=O)O, C1COCCO1. Product: COC(=O)C(CNS(=O)(=O)c1ccc(O)cc1)N1CCN(S(C)(=O)=O)CC1. Reaction SMILES: [CH2:1]([c:2]1[cH:3][cH:4][cH:5][cH:6][cH:7]1)[O:8][c:9]1[cH:10][cH:11][c:12]([S:15](=[O:16])(=[O:17])[NH:18][CH2:19][CH:20]([C:21](=[O:22])[O:23][CH3:24])[N:25]2[CH2:26][CH2:27][N:28]([S:31](=[O:32])(=[O:33])[CH3:34])[CH2:29][CH2:30]2)[cH:13][cH:14]1.[CH3:35][CH2:36][OH:37].[CH3:44][C:45](=[O:46])[OH:47].[O:38]1[CH2:39][CH2:40][O:41][CH2:42][CH2:43]1>>[OH:8][c:9]1[cH:10][cH:11][c:12]([S:15](=[O:16])(=[O:17])[NH:18][CH2:19][CH:20]([C:21](=[O:22])[O:23][CH3:24])[N:25]2[CH2:26][CH2:27][N:28]([S:31](=[O:32])(=[O:33])[CH3:34])[CH2:29][CH2:30]2)[cH:13][cH:14]1. Starting materials: CCC(C)=O, COCCOCCOc1ccc2c(c1)S(=O)(=O)N(CCl)C2=O, [Na], Sc1nnnn1-c1ccccc1. The product is COCCOCCOc1ccc2c(c1)S(=O)(=O)N(CSc1nnnn1-c1ccccc1)C2=O. RXN SMILES: [CH2:36]([C:37]([CH3:38])=[O:39])[CH3:40].[Cl:1][CH2:2][N:3]1[S:4](=[O:5])(=[O:6])[c:7]2[cH:8][c:9]([O:15][CH2:16][CH2:17][O:18][CH2:19][CH2:20][O:21][CH3:22])[cH:10][cH:11][c:12]2[C:13]1=[O:14].[Na:23].[c:24]1(-[n:30]2[n:31][n:32][n:33][c:34]2[SH:35])[cH:25][cH:26][cH:27][cH:28][cH:29]1>>[CH2:2]([N:3]1[S:4](=[O:5])(=[O:6])[c:7]2[cH:8][c:9]([O:15][CH2:16][CH2:17][O:18][CH2:19][CH2:20][O:21][CH3:22])[cH:10][cH:11][c:12]2[C:13]1=[O:14])[S:35][c:34]1[n:30](-[c:24]2[cH:25][cH:26][cH:27][cH:28][cH:29]2)[n:31][n:32][n:33]1. Reactants: O=C([O-])[O-], CN(C)C=O, COc1cc(CCl)ccc1OCc1nc(-c2ccco2)oc1C, [K+], [K+], O, CCOC(=O)c1cn(Cc2ccc(Oc3ccccc3)cc2)nc1O. Product: CCOC(=O)c1cn(Cc2ccc(Oc3ccccc3)cc2)nc1OCc1ccc(OCc2nc(-c3ccco3)oc2C)c(OC)c1. RXN SMILES: [C:49](=[O:50])([O-:51])[O-:52].[CH3:55][N:56]([CH3:57])[CH:58]=[O:59].[Cl:26][CH2:27][c:28]1[cH:29][c:30]([O:47][CH3:48])[c:31]([O:32][CH2:33][c:34]2[n:35][c:36](-[c:40]3[o:41][cH:42][cH:43][cH:44]3)[o:37][c:38]2[CH3:39])[cH:45][cH:46]1.[K+:53].[K+:54].[OH2:60].[OH:1][c:2]1[n:3][n:4]([CH2:12][c:13]2[cH:14][cH:15][c:16]([O:19][c:20]3[cH:21][cH:22][cH:23][cH:24][cH:25]3)[cH:17][cH:18]2)[cH:5][c:6]1[C:7](=[O:8])[O:9][CH2:10][CH3:11]>>[O:1]([c:2]1[n:3][n:4]([CH2:12][c:13]2[cH:14][cH:15][c:16]([O:19][c:20]3[cH:21][cH:22][cH:23][cH:24][cH:25]3)[cH:17][cH:18]2)[cH:5][c:6]1[C:7](=[O:8])[O:9][CH2:10][CH3:11])[CH2:27][c:28]1[cH:29][c:30]([O:47][CH3:48])[c:31]([O:32][CH2:33][c:34]2[n:35][c:36](-[c:40]3[o:41][cH:42][cH:43][cH:44]3)[o:37][c:38]2[CH3:39])[cH:45][cH:46]1. The reactants are ClC1=C(OC=2C=C(C(=O)O)C=CC2)C=CC(=C1)C(F)(F)F (3-(2-chloro-4-trifluoromethylphenoxy)benzoic acid), CO (methanol). Reaction conditions: temperature 50 celsius. Yields the product ClC1=C(OC=2C=C(C(=O)OC)C=CC2)C=CC(=C1)C(F)(F)F (methyl 3-(2-chloro-4-trifluoromethylphenoxy)benzoate). Isolated yield 98.0%. As a reaction SMILES: [Cl:1][C:2]1[CH:17]=[C:16]([C:18]([F:21])([F:20])[F:19])[CH:15]=[CH:14][C:3]=1[O:4][C:5]1[CH:6]=[C:7]([CH:11]=[CH:12][CH:13]=1)[C:8]([OH:10])=[O:9].[CH3:22]O>>[Cl:1][C:2]1[CH:17]=[C:16]([C:18]([F:20])([F:19])[F:21])[CH:15]=[CH:14][C:3]=1[O:4][C:5]1[CH:6]=[C:7]([CH:11]=[CH:12][CH:13]=1)[C:8]([O:10][CH3:22])=[O:9]. Procedure: To a 300 ml, 3-necked flask equipped with a stirrer, gas bubbling tube, condenser, thermometer and drying tube is charged anhydrous methanol (100 ml) and 3-(2-chloro-4-trifluoromethylphenoxy)benzoic acid (12 g., 0.038 mole). Anhydrous hydrogen chloride gas is bubbled into the reaction mixture until the reaction temperature (exotherm) rises to 50° C. The reaction mixture is then maintained at 50° C. with external heating for 4 hours, then cooled, the solvent removed in vacuo and the residue disso...